This data is from the Open Reaction Database (ORD), a public repository of structured organic reaction records. The task is: describe an organic reaction: reactants, conditions, products, and yield Starting materials: C(C)(C)(C)OC(=O)N1[C@@H](CCC1)COCC(=O)O ((2S)-2-(((carboxy)methoxy)methyl)-pyrrolidin-1-carboxylic acid tert-butylester), ON1N=NC2=C1N=CC=C2 (1-hydroxy-7-azabenzotriazole), Cl.C(C)N=C=NCCCN(C)C (1-ethyl-3-(3-dimethylaminopropyl)carbodiimide hydrochloride), CN(C([C@@H](CC1=CC2=CC=CC=C2C=C1)NC)=O)[C@H](CC1=CC=CC=C1)C(NC)=O ((2R)-N-Methyl-2-methylamino-N-((1R)-1-(methylcarbamoyl)-2-phenylethyl)-3-(2-naphthyl)propionamide), C(C)(C)N(CC)C(C)C (diisopropylethylamine). The solvent is ClCCl (dichloromethane), ClCCl (dichloromethane). Conditions: time 2 hour. Product: C(C)(C)(C)OC(=O)N1[C@@H](CCC1)COCC(N([C@H](CC1=CC2=CC=CC=C2C=C1)C(N([C@H](CC1=CC=CC=C1)C(NC)=O)C)=O)C)=O ((2S)-2-([N-methyl-N-{(1R)-1-(N-methyl-N-[(1R)-1-(methylcarbamoyl)-2-phenylethyl]carbamoyl)-2-(2-naphthyl)ethyl}carbamoyl]methoxymethyl)pyrrolidine-1-carboxylic acid tert-butylester). Yield: 78.6%. RXN SMILES: [C:1]([O:5][C:6]([N:8]1[CH2:12][CH2:11][CH2:10][C@H:9]1[CH2:13][O:14][CH2:15][C:16]([OH:18])=O)=[O:7])([CH3:4])([CH3:3])[CH3:2].ON1C2N=CC=CC=2N=N1.Cl.C(N=C=NCCCN(C)C)C.[CH3:41][N:42]([C@@H:59]([C:67](=[O:70])[NH:68][CH3:69])[CH2:60][C:61]1[CH:66]=[CH:65][CH:64]=[CH:63][CH:62]=1)[C:43](=[O:58])[C@H:44]([NH:56][CH3:57])[CH2:45][C:46]1[CH:55]=[CH:54][C:53]2[C:48](=[CH:49][CH:50]=[CH:51][CH:52]=2)[CH:47]=1.C(N(C(C)C)CC)(C)C>ClCCl>[C:1]([O:5][C:6]([N:8]1[CH2:12][CH2:11][CH2:10][C@H:9]1[CH2:13][O:14][CH2:15][C:16](=[O:18])[N:56]([CH3:57])[C@@H:44]([C:43](=[O:58])[N:42]([CH3:41])[C@@H:59]([C:67](=[O:70])[NH:68][CH3:69])[CH2:60][C:61]1[CH:66]=[CH:65][CH:64]=[CH:63][CH:62]=1)[CH2:45][C:46]1[CH:55]=[CH:54][C:53]2[C:48](=[CH:49][CH:50]=[CH:51][CH:52]=2)[CH:47]=1)=[O:7])([CH3:2])([CH3:3])[CH3:4] |f:2.3|. Reported procedure: To a solution of (2S)-2-(((carboxy)methoxy)methyl)-pyrrolidin-1-carboxylic acid tert-butylester (1.2 g, 4.5 mmol) in dichloromethane (20 ml) were added 1-hydroxy-7-azabenzotriazole (612 mg, 4.5 mmol) and 1-ethyl-3-(3-dimethylaminopropyl)carbodiimide hydrochloride (950 mg, 4.95 mmol) and the mixture was stirred for 30 min. (2R)-N-Methyl-2-methylamino-N-((1R)-1-(methylcarbamoyl)-2-phenylethyl)-3-(2-naphthyl)propionamide (605 mg, 1.5 mmol) in dichloromethane (10 mL) was added followed by diisopropy...